From a dataset of the Open Reaction Database (ORD), a public repository of structured organic reaction records. describe an organic reaction: reactants, conditions, products, and yield As a reaction SMILES: [CH2:39]([Cl:40])[Cl:41].[OH2:38].[c:27]1([CH3:37])[cH:28][cH:29][c:30]([S:33](=[O:34])(=[O:35])[Cl:36])[cH:31][cH:32]1.[cH:1]1[cH:2][cH:3][cH:4][c:5]2[c:11]1[C:10](=[N:12][CH2:13][CH2:14][CH2:15][OH:16])[c:9]1[c:8]([cH:20][cH:19][cH:18][cH:17]1)[CH2:7][S:6]2.[cH:21]1[cH:22][cH:23][n:24][cH:25][cH:26]1>>[cH:1]1[cH:2][cH:3][cH:4][c:5]2[c:11]1[C:10](=[N:12][CH2:13][CH2:14][CH2:15][O:16][S:33]([c:30]1[cH:29][cH:28][c:27]([CH3:37])[cH:32][cH:31]1)(=[O:34])=[O:35])[c:9]1[c:8]([cH:20][cH:19][cH:18][cH:17]1)[CH2:7][S:6]2. The reactants are ClCCl, O, Cc1ccc(S(=O)(=O)Cl)cc1, OCCCN=C1c2ccccc2CSc2ccccc21, c1ccncc1. Yields the product Cc1ccc(S(=O)(=O)OCCCN=C2c3ccccc3CSc3ccccc32)cc1. Starting materials: COCc1nc2nc(C)cc(Cl)n2n1, [Na+], O, [SH-]. Yields the product COCc1nc2nc(C)cc(S)n2n1. As a reaction SMILES: [Cl:3][c:4]1[cH:5][c:6]([CH3:16])[n:7][c:8]2[n:9]1[n:10][c:11]([CH2:13][O:14][CH3:15])[n:12]2.[Na+:2].[OH2:17].[SH-:1]>>[SH:1][c:4]1[cH:5][c:6]([CH3:16])[n:7][c:8]2[n:9]1[n:10][c:11]([CH2:13][O:14][CH3:15])[n:12]2. The reactants are CC[SiH](CC)CC, COc1ccc2cc(C=O)c(=O)[nH]c2c1, O, O=C(O)C(F)(F)F. Yields the product COc1ccc2cc(C)c(=O)[nH]c2c1. RXN SMILES: [CH2:1]([SiH:2]([CH2:3][CH3:4])[CH2:5][CH3:6])[CH3:7].[CH3:15][O:16][c:17]1[cH:18][cH:19][c:20]2[cH:21][c:22]([CH:28]=[O:29])[c:23](=[O:27])[nH:24][c:25]2[cH:26]1.[OH2:30].[OH:8][C:9]([C:10]([F:11])([F:12])[F:13])=[O:14]>>[CH3:15][O:16][c:17]1[cH:18][cH:19][c:20]2[cH:21][c:22]([CH3:28])[c:23](=[O:27])[nH:24][c:25]2[cH:26]1. Starting materials: ClC=1C=CC=2N(N1)C(=NN2)[C@H](C)OC=2C1=C(C=NC2N)C(=CO1)C=1C=NN(C1)C1CCNCC1 (7-[(S)-1-(6-Chloro[1,2,4]triazolo[4,3-b]pyridazin-3-yl)ethoxy]-3-(1-piperidin-4-yl-1H-pyrazol-4-yl)furo[3,2-c]pyridin-6-ylamine), C1(=CC=CC=C1)B(O)O (phenylboronic acid), C(=O)([O-])[O-].[K+].[K+] (K2CO3), O1CCOCC1 (dioxane). The reagents and catalysts are C=1C=CC(=CC1)[P](C=2C=CC=CC2)(C=3C=CC=CC3)[Pd]([P](C=4C=CC=CC4)(C=5C=CC=CC5)C=6C=CC=CC6)([P](C=7C=CC=CC7)(C=8C=CC=CC8)C=9C=CC=CC9)[P](C=1C=CC=CC1)(C=1C=CC=CC1)C=1C=CC=CC1 (Pd(PPh3)4). Solvent: O (H2O). Reaction conditions: temperature 100 celsius. The product is C1(=CC=CC=C1)C=1C=CC=2N(N1)C(=NN2)[C@H](C)OC=2C1=C(C=NC2N)C(=CO1)C=1C=NN(C1)C1CCNCC1 (7-[(1S)-1-(6-phenyl[1,2,4]triazolo[4,3-b]pyridazin-3-yl)ethoxy]-3-[1-(piperidin-4-yl)-1H-pyrazol-4-yl]furo[3,2-c]pyridin-6-amine), diformate. RXN SMILES: Cl[C:2]1[CH:3]=[CH:4][C:5]2[N:6]([C:8]([C@@H:11]([O:13][C:14]3[C:15]4[O:23][CH:22]=[C:21]([C:24]5[CH:25]=[N:26][N:27]([CH:29]6[CH2:34][CH2:33][NH:32][CH2:31][CH2:30]6)[CH:28]=5)[C:16]=4[CH:17]=[N:18][C:19]=3[NH2:20])[CH3:12])=[N:9][N:10]=2)[N:7]=1.[C:35]1(B(O)O)[CH:40]=[CH:39][CH:38]=[CH:37][CH:36]=1.C([O-])([O-])=O.[K+].[K+].O1CCOCC1>C1C=CC([P]([Pd]([P](C2C=CC=CC=2)(C2C=CC=CC=2)C2C=CC=CC=2)([P](C2C=CC=CC=2)(C2C=CC=CC=2)C2C=CC=CC=2)[P](C2C=CC=CC=2)(C2C=CC=CC=2)C2C=CC=CC=2)(C2C=CC=CC=2)C2C=CC=CC=2)=CC=1.O>[C:35]1([C:2]2[CH:3]=[CH:4][C:5]3[N:6]([C:8]([C@@H:11]([O:13][C:14]4[C:15]5[O:23][CH:22]=[C:21]([C:24]6[CH:25]=[N:26][N:27]([CH:29]7[CH2:30][CH2:31][NH:32][CH2:33][CH2:34]7)[CH:28]=6)[C:16]=5[CH:17]=[N:18][C:19]=4[NH2:20])[CH3:12])=[N:9][N:10]=3)[N:7]=2)[CH:40]=[CH:39][CH:38]=[CH:37][CH:36]=1 |f:2.3.4,^1:59,61,80,99|. Procedure: A suspension of 7-[(S)-1-(6-Chloro[1,2,4]triazolo[4,3-b]pyridazin-3-yl)ethoxy]-3-(1-piperidin-4-yl-1H-pyrazol-4-yl)furo[3,2-c]pyridin-6-ylamine (0.289 mmol, 1 eq), phenylboronic acid (0.507 mmol, 2.7 eq), Pd(PPh3)4 (83.6 mg, 0.0723 mmol, 25 mol %), and K2CO3 (200.4 mg, 1.45 mmol, 5.0 eq) in a 4:1 ratio of dioxane (4 mL) to H2O (1 mL) was evacuated and charged with nitrogen several times. The reaction sample was then heated in a microwave reactor at 100° C. for 0.5 h. CH2Cl2 and H2O were added an... Reactants: O (water), ClC=1C=C(C(CC1)C(=O)OCC)C1=CC=CC=C1 (ethyl 4-chloro-2-phenylcyclohexa-2,4-dienecarboxylate), ClC1=CC(=C(CC1)C(=O)OCC)C1=CC=CC=C1 (ethyl 4-chloro-2-phenylcyclohexa-1,3-dienecarboxylate), C(C)(C)(C)O[K] (tert-BuOK). The solvent is C(C)(C)(C)O (tert-BuOH). Conditions: time 2 day. The product is ClC1=CC(=C(C(=O)OCC)C=C1)C1=CC=CC=C1 (ethyl 4-chloro-2-phenylbenzoate). As a reaction SMILES: [Cl:1][C:2]1[CH:3]=[C:4]([C:13]2[CH:18]=[CH:17][CH:16]=[CH:15][CH:14]=2)[CH:5]([C:8]([O:10][CH2:11][CH3:12])=[O:9])[CH2:6][CH:7]=1.ClC1CCC(C(OCC)=O)=C(C2C=CC=CC=2)C=1.C(O[K])(C)(C)C.O>C(O)(C)(C)C>[Cl:1][C:2]1[CH:7]=[CH:6][C:5]([C:8]([O:10][CH2:11][CH3:12])=[O:9])=[C:4]([C:13]2[CH:18]=[CH:17][CH:16]=[CH:15][CH:14]=2)[CH:3]=1. Procedure: To a stirred solution of ethyl 4-chloro-2-phenylcyclohexa-2,4-dienecarboxylate and ethyl 4-chloro-2-phenylcyclohexa-1,3-dienecarboxylate(200 mg, 0.762 mmol) in tert-BuOH(3 ml), tert-BuOK(103 mg, 0.914 mmol) was added by portion on a water bath. After stirring for 2 days, water was added to the reaction mixture and it was acidified with dil. HCI aq., extracted with AcOEt. The organic layer was washed with brine and dried over MgSO4. Concentration of the organic layer afford a mixture(200 mg) of e... Starting materials: aqueous solution, [OH-].[Na+] (sodium hydroxide), CC(C[C@H]1COCC(N1)=O)C ((S)-5-(2-Methylpropyl)-3-morpholinone), Cl (hydrochloric acid), C(C1=CC=CC=C1)OC(=O)Cl (benzylchloroformate). Solvent: O (water). Reaction conditions: time 1 hour. Yields the product CC(C[C@@H](COCC(=O)O)NC(=O)OCC1=CC=CC=C1)C ((S)-[[4-methyl2[[(phenylmethoxy)carbonyl]amino]pentyl]oxy]acetic acid). As a reaction SMILES: [CH3:1][CH:2]([CH3:11])[CH2:3][C@@H:4]1[NH:9][C:8](=[O:10])[CH2:7][O:6][CH2:5]1.Cl.[CH2:13]([O:20][C:21](Cl)=[O:22])[C:14]1[CH:19]=[CH:18][CH:17]=[CH:16][CH:15]=1.[OH-:24].[Na+]>O>[CH3:1][CH:2]([CH3:11])[CH2:3][C@H:4]([NH:9][C:21]([O:20][CH2:13][C:14]1[CH:19]=[CH:18][CH:17]=[CH:16][CH:15]=1)=[O:22])[CH2:5][O:6][CH2:7][C:8]([OH:24])=[O:10] |f:3.4|. Procedure details: (S)-5-(2-Methylpropyl)-3-morpholinone, 3 g (0.019 mol), is suspended in a solution of 50 ml of concentrated hydrochloric acid and 50 ml of water, refluxed for four hours, cooled to room temperature, and extracted with 200 ml of dichloromethane. The aqueous layer is separated, evaporated in vacuo, the residue dissolved in 200 ml of water and the pH adjusted with a 10% aqueous solution of sodium hydroxide to pH 10-10.5. The solution is cooled to 5° C. and 3.73 g (0.022 mol) of benzylchloroformate ...